This data is from the Open Reaction Database (ORD), a public repository of structured organic reaction records. The task is: describe an organic reaction: reactants, conditions, products, and yield Starting materials: C1C(N2C(CCC3CCCC1C23)=O)=O (octahydro-4Hpyrrolo [3,2,1-ij]quinoline-2,4(1H)-dione), [OH-].[Na+] (sodium hydroxide), Dowex-H+. Run in O (water). Conditions: time 1 hour. The product is O=C1NC2C(CCCC2C1)CCC(=O)O (octahydro-2-oxo-1H-indole-7-propanoic acid). Reaction SMILES: [CH2:1]1[CH:11]2[CH:12]3[CH:7]([CH2:8][CH2:9][CH2:10]2)[CH2:6][CH2:5][C:4](=[O:13])[N:3]3[C:2]1=[O:14].[OH-:15].[Na+]>O>[O:14]=[C:2]1[CH2:1][CH:11]2[CH:12]([CH:7]([CH2:6][CH2:5][C:4]([OH:15])=[O:13])[CH2:8][CH2:9][CH2:10]2)[NH:3]1 |f:1.2|. Procedure: A solution of 0.15 g (0.0007 mol)octahydro-4Hpyrrolo [3,2,1-ij]quinoline-2,4(1H)-dione (6aα, 9aα, 9bα) in 1 ml of water is treated with 0.7 ml of 1N sodium hydroxide solution. The solution is stirred one hour and is passed over a 2 g Dowex-H+ column. The eluate is concentrated at reduced pressure and the solid is recrystallized from ethanol to yield crystalline octahydro-2-oxo-1H-indole-7-propanoic acid (3aα, 7β, 7aα) with a melting point of 180°-181° C.